describe an organic reaction: reactants, conditions, products, and yield From a dataset of the Open Reaction Database (ORD), a public repository of structured organic reaction records. Reactants: IC=1C=C(CO)C=C(C1)[N+](=O)[O-] (3-iodo-5-nitrobenzyl alcohol), C(CC(O)(C(=O)O)CC(=O)O)(=O)O (citric acid), [F-].C(CCC)[N+](CCCC)(CCCC)CCCC (tetrabutylammonium fluoride), CCN(C(C)C)C(C)C (iPr2NEt), CS(=O)(=O)Cl (methane sulfonyl chloride). The solvent is C(C)(=O)OCC (ethyl acetate), CCCCCC (hexane), C(C)#N (acetonitrile), C(Cl)Cl (CH2Cl2). Conditions: temperature 0 celsius, time 1.5 hour. The product is IC=1C=C(CF)C=C(C1)[N+](=O)[O-] (3-Iodo-5-nitrobenzyl fluoride). As a reaction SMILES: [I:1][C:2]1[CH:3]=[C:4]([CH:7]=[C:8]([N+:10]([O-:12])=[O:11])[CH:9]=1)[CH2:5]O.CCN(C(C)C)C(C)C.CS(Cl)(=O)=O.C(O)(=O)CC(CC(O)=O)(C(O)=O)O.[F-:40].C([N+](CCCC)(CCCC)CCCC)CCC>C(Cl)Cl.C(#N)C.C(OCC)(=O)C.CCCCCC>[I:1][C:2]1[CH:3]=[C:4]([CH:7]=[C:8]([N+:10]([O-:12])=[O:11])[CH:9]=1)[CH2:5][F:40] |f:4.5|. Procedure: A solution of 3-iodo-5-nitrobenzyl alcohol (7.2 g, 25.8 mmol) described in Step B, in CH2Cl2 (325 mL) was cooled to 0° C. and treated with iPr2NEt (6.57 mL, 37.7 mmol) and methane sulfonyl chloride (2.19 mL, 28.2 mmol). After stirring for 1.5 hours at 0° C, the reaction was poured into a separatory funnel containing aqueous 5% citric acid. The layers were separated and the aqueous layer was extracted with CH2Cl2. The organic layers were combined and dried (MgSO4), filtered and concentrated to gi... The reactants are CO.C(Cl)Cl (methanol methylene chloride), ClC1=CC(=C(C=C1OC1=NC=CC=C1C(F)(F)F)NC(CNCC)=O)F (N-[4-chloro-2-fluoro-5-(3-trifluoromethyl-2-pyridyloxy)phenyl]-2-ethylaminoacetamide), 1,1-carbonyldiimidazole. Run in C1(=CC=CC=C1)C (toluene). The product is ClC1=CC(=C(C=C1OC1=NC=CC=C1C(F)(F)F)N1C(N(CC1=O)CC)=O)F (3-[4-Chloro-2-fluoro-5-(trifluoromethyl-2-pyridyloxy)phenyl]-1-ethylimidazolidine-2,4-dione). Reaction SMILES: [Cl:1][C:2]1[C:7]([O:8][C:9]2[C:14]([C:15]([F:18])([F:17])[F:16])=[CH:13][CH:12]=[CH:11][N:10]=2)=[CH:6][C:5]([NH:19][C:20](=[O:25])[CH2:21][NH:22][CH2:23][CH3:24])=[C:4]([F:26])[CH:3]=1.[CH3:27][OH:28].C(Cl)Cl>C1(C)C=CC=CC=1>[Cl:1][C:2]1[C:7]([O:8][C:9]2[C:14]([C:15]([F:16])([F:18])[F:17])=[CH:13][CH:12]=[CH:11][N:10]=2)=[CH:6][C:5]([N:19]2[C:20](=[O:25])[CH2:21][N:22]([CH2:23][CH3:24])[C:27]2=[O:28])=[C:4]([F:26])[CH:3]=1 |f:1.2|. Reported procedure: A solution of N-[4-chloro-2-fluoro-5-(3-trifluoromethyl-2-pyridyloxy)phenyl]-2-ethylaminoacetamide (0.82 g) and 1,1-carbonyldiimidazole (0.43 g) in toluene (20 ml) was heated at reflux for 2 hours, cooled and processed. Column chromatography on silica gel eluting with 2.5% methanol-methylene chloride gave a buff colored solid (0.8 g), mp 162-3° C. 1H NMR (CDCl3, TMS): 1.24(3H, t, J=7 Hz), 3.53(2H, q, J=7 Hz), 4.05(2H, s), 7.13(1H, m), 7.30(1H, d, J=7 Hz), 7.38(1H, d, J=9 Hz), 8.01(1H, m), 8.24(1... The reactants are O.O.O.O.C(C)(=O)NC12CC3(CC(CC(C1)(C3)NC(C)=O)(C2)NC(C)=O)NC(C)=O (1,3,5,7-Tetraacetamidoadamantane tetrahydrate), Cl (hydrochloric acid). Product: Cl.Cl.Cl.Cl.NC12CC3(CC(CC(C1)(C3)N)(C2)N)N (1,3,5,7-Tetraaminoadamantane Tetrahydrochloride). The yield is 82.0%. As a reaction SMILES: O.O.O.O.C([NH:8][C:9]12[CH2:22][C:13]3([NH:23]C(=O)C)[CH2:14][C:15]([NH:18]C(=O)C)([CH2:17][C:11]([NH:27]C(=O)C)([CH2:12]3)[CH2:10]1)[CH2:16]2)(=O)C.[ClH:31]>>[ClH:31].[ClH:31].[ClH:31].[ClH:31].[NH2:8][C:9]12[CH2:16][C:15]3([NH2:18])[CH2:17][C:11]([NH2:27])([CH2:12][C:13]([NH2:23])([CH2:14]3)[CH2:22]1)[CH2:10]2 |f:0.1.2.3.4,6.7.8.9.10|. Procedure: 1,3,5,7-Tetraacetamidoadamantane tetrahydrate (2.0 g=4.6 mmoles) was dissolved in 18% hydrochloric acid (30 ml of concentrated hydrochoric acid diluted with 30 ml of water) and the solution was refluxed for three hours. The crystalline product thus obtained was separated from the mixture by filtration, washed with acetone and dried. 1.29 g of product, mp.>360° C., in agreement with that reported by H. Stetter and C. Wulff, Chem. Ber., 93,1366 (1960), corresponding to an 82% yield, were obtained.... Starting materials: CC(C)[Si](C#CC(F)(F)Br)(C(C)C)C(C)C, C1CCOC1, CCCC[N+](CCCC)(CCCC)CCCC, CC(C)(C)C=O, [F-]. Product: CC(C)(C)C(O)C#CC(F)(F)Br. Reaction SMILES: [Br:1][C:2]([C:3]#[C:4][Si:5]([CH:6]([CH3:7])[CH3:8])([CH:9]([CH3:10])[CH3:11])[CH:12]([CH3:13])[CH3:14])([F:15])[F:16].[CH2:23]1[O:24][CH2:25][CH2:26][CH2:27]1.[CH2:29]([N+:30]([CH2:31][CH2:32][CH2:33][CH3:34])([CH2:35][CH2:36][CH2:37][CH3:38])[CH2:39][CH2:40][CH2:41][CH3:42])[CH2:43][CH2:44][CH3:45].[CH3:17][C:18]([CH:19]=[O:20])([CH3:21])[CH3:22].[F-:28]>>[Br:1][C:2]([C:3]#[C:4][CH:19]([C:18]([CH3:17])([CH3:21])[CH3:22])[OH:20])([F:15])[F:16]. RXN SMILES: [CH2:34]1[O:35][CH2:36][CH2:37][CH2:38]1.[F:19][C:20]([c:21]1[cH:22][c:23]([CH2:24][NH2:25])[cH:26][cH:27][cH:28]1)([F:29])[F:30].[F:1][c:2]1[cH:3][cH:4][c:5](-[n:8]2[n:9][cH:10][c:11]3[c:12]([CH2:17][OH:18])[n:13][cH:14][cH:15][c:16]23)[cH:6][cH:7]1.[Na:31][C:32]#[N:33]>>[F:1][c:2]1[cH:3][cH:4][c:5](-[n:8]2[n:9][cH:10][c:11]3[c:12]([C:17](=[O:18])[NH:25][CH2:24][c:23]4[cH:22][c:21]([C:20]([F:19])([F:29])[F:30])[cH:28][cH:27][cH:26]4)[n:13][cH:14][cH:15][c:16]23)[cH:6][cH:7]1. Reactants: C1CCOC1, NCc1cccc(C(F)(F)F)c1, OCc1nccc2c1cnn2-c1ccc(F)cc1, N#C[Na]. The product is O=C(NCc1cccc(C(F)(F)F)c1)c1nccc2c1cnn2-c1ccc(F)cc1.